This data is from the Open Reaction Database (ORD), a public repository of structured organic reaction records. The task is: describe an organic reaction: reactants, conditions, products, and yield The reactants are ClC=1C=CC2=C(C(=NCC(=N2)NN=C(C)C(=O)O)C2=CC=CC=C2)C1 (7-chloro-2-[(1-carboxyethylidene)hydrazino]-5-phenyl-3H-1,4-benzodiazepine), solution, [N+](=[N-])=C (diazomethane). Product: ClC=1C=CC2=C(C(=NCC(=N2)NN=C(C)C(=O)OC)C2=CC=CC=C2)C1 (7-chloro-2-[[1-(methoxycarbonyl)ethylidene]-hydrazino]-5-phenyl-3H-1,4-benzodiazepine). RXN SMILES: [Cl:1][C:2]1[CH:3]=[CH:4][C:5]2[N:11]=[C:10]([NH:12][N:13]=[C:14]([C:16]([OH:18])=[O:17])[CH3:15])[CH2:9][N:8]=[C:7]([C:19]3[CH:24]=[CH:23][CH:22]=[CH:21][CH:20]=3)[C:6]=2[CH:25]=1.[N+](=[CH2:28])=[N-]>>[Cl:1][C:2]1[CH:3]=[CH:4][C:5]2[N:11]=[C:10]([NH:12][N:13]=[C:14]([C:16]([O:18][CH3:28])=[O:17])[CH3:15])[CH2:9][N:8]=[C:7]([C:19]3[CH:20]=[CH:21][CH:22]=[CH:23][CH:24]=3)[C:6]=2[CH:25]=1. Reported procedure: To this solution of 7-chloro-2-[(1-carboxyethylidene)hydrazino]-5-phenyl-3H-1,4-benzodiazepine under nitrogen, is added with stirring, 50 ml. (0.015 mole) of an ethereal 0.3 molar solution of diazomethane. After 10 minutes the solution is evaporated giving 7-chloro-2-[[1-(methoxycarbonyl)ethylidene]-hydrazino]-5-phenyl-3H-1,4-benzodiazepine is obtained. Reported procedure: 3-[3-(Piperidinomethyl)phenoxy]propylamine (2.48 g) and 4-chloroquinazoline (1.64 g) were stirred in acetone (30 ml) at room temperature for 7 days. The acetone was evaporated and the oily residue was dissolved in 2 Normal hydrochloric acid. The acidic solution was extracted with ethyl acetate. The aqueous solution was then basified to pH 9 and was extracted with ethyl acetate. A solid crystallised from the basic ethyl acetate extract and was collected and dissolved in chloroform. The chloroform... The product is N1(CCCCC1)CC=1C=C(OCCCNC2=NC=NC3=CC=CC=C23)C=CC1 (4-[3-[3-(Piperidinomethyl)phenoxy]propylamino]quinazoline). The yield is 16.0%. Solvent: CC(=O)C (acetone). Starting materials: N1(CCCCC1)CC=1C=C(OCCCN)C=CC1 (3-[3-(Piperidinomethyl)phenoxy]propylamine), ClC1=NC=NC2=CC=CC=C12 (4-chloroquinazoline). As a reaction SMILES: [N:1]1([CH2:7][C:8]2[CH:9]=[C:10]([CH:16]=[CH:17][CH:18]=2)[O:11][CH2:12][CH2:13][CH2:14][NH2:15])[CH2:6][CH2:5][CH2:4][CH2:3][CH2:2]1.Cl[C:20]1[C:29]2[C:24](=[CH:25][CH:26]=[CH:27][CH:28]=2)[N:23]=[CH:22][N:21]=1>CC(C)=O>[N:1]1([CH2:7][C:8]2[CH:9]=[C:10]([CH:16]=[CH:17][CH:18]=2)[O:11][CH2:12][CH2:13][CH2:14][NH:15][C:20]2[C:29]3[C:24](=[CH:25][CH:26]=[CH:27][CH:28]=3)[N:23]=[CH:22][N:21]=2)[CH2:6][CH2:5][CH2:4][CH2:3][CH2:2]1. The reactants are CCCCO, COCCN, Nc1nc(Cl)nc2c1ncn2Cc1ccccc1. The product is COCCNc1nc(N)c2ncn(Cc3ccccc3)c2n1. RXN SMILES: [CH2:24]([OH:25])[CH2:26][CH2:27][CH3:28].[CH3:19][O:20][CH2:21][CH2:22][NH2:23].[NH2:1][c:2]1[c:3]2[n:4][cH:5][n:6]([CH2:12][c:13]3[cH:14][cH:15][cH:16][cH:17][cH:18]3)[c:7]2[n:8][c:9]([Cl:11])[n:10]1>>[NH2:1][c:2]1[c:3]2[n:4][cH:5][n:6]([CH2:12][c:13]3[cH:14][cH:15][cH:16][cH:17][cH:18]3)[c:7]2[n:8][c:9]([NH:23][CH2:22][CH2:21][O:20][CH3:19])[n:10]1.